Dataset: the Open Reaction Database (ORD), a public repository of structured organic reaction records. Task: describe an organic reaction: reactants, conditions, products, and yield Reactants: C1CCOC1, CC(=O)O, CCOCC, CC(C)(C)OC(=O)C(CCC(N)=O)N1Cc2c(OCc3ccc(CN4CCC(C(F)(F)F)CC4)cc3)cccc2C1=O. The product is O=C1CCC(N2Cc3c(OCc4ccc(CN5CCC(C(F)(F)F)CC5)cc4)cccc3C2=O)C(=O)N1. Reaction SMILES: [CH2:52]1[O:53][CH2:54][CH2:55][CH2:56]1.[CH3:43][C:44](=[O:45])[OH:46].[CH3:47][CH2:48][O:49][CH2:50][CH3:51].[NH2:1][C:2]([CH2:3][CH2:4][CH:5]([C:6]([O:8][C:7]([CH3:9])([CH3:10])[CH3:11])=[O:12])[N:13]1[C:14](=[O:41])[c:15]2[cH:16][cH:17][cH:18][c:19]([O:22][CH2:23][c:24]3[cH:25][cH:26][c:27]([CH2:30][N:31]4[CH2:32][CH2:33][CH:34]([C:37]([F:38])([F:39])[F:40])[CH2:35][CH2:36]4)[cH:28][cH:29]3)[c:20]2[CH2:21]1)=[O:42]>>[NH:1]1[C:2](=[O:42])[CH2:3][CH2:4][CH:5]([N:13]2[C:14](=[O:41])[c:15]3[cH:16][cH:17][cH:18][c:19]([O:22][CH2:23][c:24]4[cH:25][cH:26][c:27]([CH2:30][N:31]5[CH2:32][CH2:33][CH:34]([C:37]([F:38])([F:39])[F:40])[CH2:35][CH2:36]5)[cH:28][cH:29]4)[c:20]3[CH2:21]2)[C:6]1=[O:8]. The reactants are CC1=NOC(=C1C)NS(=O)(=O)C1=C(SC=C1)C(=O)N(OC)C (N-(3,4-dimethyl-5-isoxazolyl)-2-[N-methoxy(methylaminocarbonyl)]thiophene-3-sulfonamide), CC1=CC=C(C[Mg]Cl)C=C1 (4-methylbenzylmagnesium chloride). Yields the product CC1=NOC(=C1C)NS(=O)(=O)C1=C(SC=C1)C(CC1=CC=C(C=C1)C)=O (N-(3,4-dimethyl-5-isoxazolyl)-2-(4-tolylacetyl)thiophene-3-sulfonamide). Isolated yield 65.0%. RXN SMILES: [CH3:1][C:2]1[C:6]([CH3:7])=[C:5]([NH:8][S:9]([C:12]2[CH:16]=[CH:15][S:14][C:13]=2[C:17](N(C)OC)=[O:18])(=[O:11])=[O:10])[O:4][N:3]=1.[CH3:23][C:24]1[CH:32]=[CH:31][C:27]([CH2:28][Mg]Cl)=[CH:26][CH:25]=1>>[CH3:1][C:2]1[C:6]([CH3:7])=[C:5]([NH:8][S:9]([C:12]2[CH:16]=[CH:15][S:14][C:13]=2[C:17](=[O:18])[CH2:23][C:24]2[CH:32]=[CH:31][C:27]([CH3:28])=[CH:26][CH:25]=2)(=[O:10])=[O:11])[O:4][N:3]=1. Procedure: N-(3,4-dimethyl-5-isoxazolyl)-2-(4-tolylacetyl)thiophene-3-sulfonamide was prepared, as described in Example 93B, by reacting N-(3,4-dimethyl-5-isoxazolyl)-2-[N-methoxy(methylaminocarbonyl)]thiophene-3-sulfonamide with 4-methylbenzylmagnesium chloride, resulting in a 65% yield, m.p. 95-100° C.